This data is from the Open Reaction Database (ORD), a public repository of structured organic reaction records. The task is: describe an organic reaction: reactants, conditions, products, and yield Reactants: FC(C(=O)[O-])(F)F.C(C1=CC=CC=C1)OC=1C=CC(=C2C=CC(NC12)=O)[C@H](CNCCCCCCCCCC=1C=CC(=C(C1)NC(=O)OC1CC[N+](CC1)(C)C)C1=CC=CC=C1)O (4-({[5-(9-[{(2R)-[8-(benzyloxy)-2-oxo-1,2-dihydroquinolin-5-yl]-2-hydroxyethyl}amino]nonyl)-2-phenylphenyl]carbamoyl}oxy)-1,1-dimethylpiperidin-1-ium trifluoroacetate). Reagents/catalysts: [C].[Pd] (palladium-carbon). The solvent is CO (methanol). Run at time 2 hour. The product is FC(C(=O)[O-])(F)F.O[C@@H](CNCCCCCCCCCC=1C=CC(=C(C1)NC(=O)OC1CC[N+](CC1)(C)C)C1=CC=CC=C1)C1=C2C=CC(NC2=C(C=C1)O)=O (4-({[5-(9-{[(2R)-2-hydroxy-2-(8-hydroxy-2-oxo-1,2-dihydroquinolin-5-yl)ethyl]amino}nonyl)-2-phenylphenyl]carbamoyl}oxy)-1,1-dimethylpiperidin-1-ium trifluoroacetate). RXN SMILES: [F:1][C:2]([F:7])([F:6])[C:3]([O-:5])=[O:4].C([O:15][C:16]1[CH:17]=[CH:18][C:19]([C@@H:27]([OH:63])[CH2:28][NH:29][CH2:30][CH2:31][CH2:32][CH2:33][CH2:34][CH2:35][CH2:36][CH2:37][CH2:38][C:39]2[CH:40]=[CH:41][C:42]([C:57]3[CH:62]=[CH:61][CH:60]=[CH:59][CH:58]=3)=[C:43]([NH:45][C:46]([O:48][CH:49]3[CH2:54][CH2:53][N+:52]([CH3:56])([CH3:55])[CH2:51][CH2:50]3)=[O:47])[CH:44]=2)=[C:20]2[C:25]=1[NH:24][C:23](=[O:26])[CH:22]=[CH:21]2)C1C=CC=CC=1>CO.[C].[Pd]>[F:1][C:2]([F:7])([F:6])[C:3]([O-:5])=[O:4].[OH:63][C@H:27]([C:19]1[CH:18]=[CH:17][C:16]([OH:15])=[C:25]2[C:20]=1[CH:21]=[CH:22][C:23](=[O:26])[NH:24]2)[CH2:28][NH:29][CH2:30][CH2:31][CH2:32][CH2:33][CH2:34][CH2:35][CH2:36][CH2:37][CH2:38][C:39]1[CH:40]=[CH:41][C:42]([C:57]2[CH:58]=[CH:59][CH:60]=[CH:61][CH:62]=2)=[C:43]([NH:45][C:46]([O:48][CH:49]2[CH2:50][CH2:51][N+:52]([CH3:56])([CH3:55])[CH2:53][CH2:54]2)=[O:47])[CH:44]=1 |f:0.1,3.4,5.6|. Procedure details: The obtained 4-({[5-(9-[{(2R)-[8-(benzyloxy)-2-oxo-1,2-dihydroquinolin-5-yl]-2-hydroxyethyl}amino]nonyl)-2-phenylphenyl]carbamoyl}oxy)-1,1-dimethylpiperidin-1-ium trifluoroacetate was dissolved in methanol (5 mL), 10% palladium-carbon (50 mg) was added thereto, and the mixture was stirred under a hydrogen atmosphere at room temperature for 2 hours. The reaction solution was filtered through celite and the filtrate was concentrated under reduced pressure. The residue was purified by HPLC fraction...